This data is from the Open Reaction Database (ORD), a public repository of structured organic reaction records. The task is: describe an organic reaction: reactants, conditions, products, and yield Procedure details: A solution of freshly prepared 4-methoxybenzyl chloride (45.85 g) in dry dimethylformamide (150 ml) was treated with sodium azide (19.35 g). The stirred mixture was heated at between 100° and 110° C. for 20 hours, and was then cooled and poured into water (1200 ml). The resulting oil was extracted with diethyl ether (2×500 ml) and the combined ethereal extracts were washed with water (2×250 ml), dried over magnesium sulphate, and evaporated to give crude 4-methoxybenzyl azide (45.3 g). As a reaction SMILES: [CH3:1][O:2][C:3]1[CH:10]=[CH:9][C:6]([CH2:7]Cl)=[CH:5][CH:4]=1.[N-:11]=[N+:12]=[N-:13].[Na+].O>CN(C)C=O>[CH3:1][O:2][C:3]1[CH:10]=[CH:9][C:6]([CH2:7][N:11]=[N+:12]=[N-:13])=[CH:5][CH:4]=1 |f:1.2|. Yields the product COC1=CC=C(CN=[N+]=[N-])C=C1 (4-methoxybenzyl azide). Starting materials: COC1=CC=C(CCl)C=C1 (4-methoxybenzyl chloride), [N-]=[N+]=[N-].[Na+] (sodium azide), O (water). Run in CN(C=O)C (dimethylformamide). Yield: 94.8%. The reactants are N(=O)[O-].[Na+] (sodium nitrite), resultant mixture, NC=1C=CC(=NC1)OC=1C(=CC(=C(C1)N1N=C(N(C1=O)C(F)F)C)F)Cl (1-[5-(5-aminopyridin-2-yloxy)-4-chloro-2-fluorophenyl]-4-difluoromethyl-4,5-dihydro-3-methyl-1,2,4-triazol-5(1H)-one), Cl (hydrochloric acid), F[B-](F)(F)F.[Na+] (sodium tetrafluoroborate). The solvent is O (water), O (water), O (water), O (water). Run at temperature 0 celsius, time 45 minute. The product is F[B-](F)(F)F.ClC1=C(OC2=NC=C(C=C2)[N+]#N)C=C(C(=C1)F)N1N=C(N(C1=O)C(F)F)C (2-[2-chloro-4 -fluoro-5-(4-difluoromethyl-4,5-dihydro -3-methyl-5-oxo-1H-1,2,4-triazol-1-yl)phenoxy]pyridine-5-diazonium tetrafluoroborate). The yield is 97.0%. RXN SMILES: [NH2:1][C:2]1[CH:3]=[CH:4][C:5]([O:8][C:9]2[C:10]([Cl:26])=[CH:11][C:12]([F:25])=[C:13]([N:15]3[C:19](=[O:20])[N:18]([CH:21]([F:23])[F:22])[C:17]([CH3:24])=[N:16]3)[CH:14]=2)=[N:6][CH:7]=1.Cl.[N:28]([O-])=O.[Na+].[F:32][B-:33]([F:36])([F:35])[F:34].[Na+]>O>[F:32][B-:33]([F:36])([F:35])[F:34].[Cl:26][C:10]1[CH:11]=[C:12]([F:25])[C:13]([N:15]2[C:19](=[O:20])[N:18]([CH:21]([F:22])[F:23])[C:17]([CH3:24])=[N:16]2)=[CH:14][C:9]=1[O:8][C:5]1[CH:4]=[CH:3][C:2]([N+:1]#[N:28])=[CH:7][N:6]=1 |f:2.3,4.5,7.8|. Procedure: To a stirred mixture of 3.9 g (0.010 mole) of 1-[5-(5-aminopyridin-2-yloxy)-4-chloro-2-fluorophenyl]-4-difluoromethyl-4,5-dihydro-3-methyl-1,2,4-triazol-5(1H)-one in 10 mL of water was added 5.0 mL of concentrated hydrochloric acid. The mixture was cooled in an ice water bath, and a solution of 0.76 g (0.011 mole) of sodium nitrite in 1.4 mL of water was added portionwise. The resultant mixture was stirred at 0° C. for 30 minutes, and a solution of 1.5 g (0.014 mole) of sodium tetrafluoroborate ... The reactants are COC=1C=CC2=C(C1)C1=C(N(CCC1=O)CCC)CO2 (9-methoxy-4-propyl-1,2,3,5-tetrahydro-4H-[1]-benzopyrano[3,4-b]pyridin-1-one), [H-].[Al+3].[Li+].[H-].[H-].[H-] (lithium aluminium hydride), C([O-])([O-])=O.[Na+].[Na+] (sodium carbonate), P(=O)(Cl)(Cl)Cl (phosphorus oxychloride). Run in N1=CC=CC=C1 (pyridine), N1=CC=CC=C1 (pyridine). Yields the product COC=1C=CC2=C(C1)C=1C(N(CCC1)CCC)CO2 (9-methoxy-4-propyl-2,3,4a,5-tetrahydro-4H-[1]-benzopyrano[3,4-b]pyridine). As a reaction SMILES: [CH3:1][O:2][C:3]1[CH:4]=[CH:5][C:6]2[O:20][CH2:19][C:10]3[N:11]([CH2:16][CH2:17][CH3:18])[CH2:12][CH2:13][C:14](=O)[C:9]=3[C:7]=2[CH:8]=1.[H-].[Al+3].[Li+].[H-].[H-].[H-].P(Cl)(Cl)(Cl)=O.C(=O)([O-])[O-].[Na+].[Na+]>N1C=CC=CC=1>[CH3:1][O:2][C:3]1[CH:4]=[CH:5][C:6]2[O:20][CH2:19][CH:10]3[N:11]([CH2:16][CH2:17][CH3:18])[CH2:12][CH2:13][CH:14]=[C:9]3[C:7]=2[CH:8]=1 |f:1.2.3.4.5.6,8.9.10|. Reported procedure: To a solution of 9.0 g of 9-methoxy-4-propyl-1,2,3,5-tetrahydro-4H-[1]-benzopyrano[3,4-b]pyridin-1-one in 90 ml of dry pyridine at 0° is added 0.90 g of lithium aluminium hydride. After 20 minutes at 30° the reaction is quenched with 1.8 ml of 10% sodium hydroxide, the reaction mixture is diluted with ethyl acetate, dried over magnesium sulfate and filtered. The filter cake is washed well with 10% methanol/methylene chloride and the solvent is removed in vacuo from the combined filtrates. The en... Starting materials: ClCCCNC(=O)C=1N(C(=C2C=C(C=CC12)Cl)C1=CC=CC=C1)C (5-chloro-2-methyl-3-phenylisoindole-1-carboxylic acid (3-chloropropyl)amide), [N-]=[N+]=[N-].[Na+] (sodium azide), ice water. The solvent is CN(C=O)C (dimethylformamide). The product is N(=[N+]=[N-])CCCNC(=O)C=1N(C(=C2C=C(C=CC12)Cl)C1=CC=CC=C1)C (5-chloro-2-methyl-3-phenylisoindole-1-carboxylic acid (3-azidopropyl)amide). Reaction SMILES: Cl[CH2:2][CH2:3][CH2:4][NH:5][C:6]([C:8]1[N:9]([CH3:24])[C:10]([C:18]2[CH:23]=[CH:22][CH:21]=[CH:20][CH:19]=2)=[C:11]2[C:16]=1[CH:15]=[CH:14][C:13]([Cl:17])=[CH:12]2)=[O:7].[N-:25]=[N+:26]=[N-:27].[Na+]>CN(C)C=O>[N:25]([CH2:2][CH2:3][CH2:4][NH:5][C:6]([C:8]1[N:9]([CH3:24])[C:10]([C:18]2[CH:19]=[CH:20][CH:21]=[CH:22][CH:23]=2)=[C:11]2[C:16]=1[CH:15]=[CH:14][C:13]([Cl:17])=[CH:12]2)=[O:7])=[N+:26]=[N-:27] |f:1.2|. Procedure: A suspension of 14.4 g. of 5-chloro-2-methyl-3-phenylisoindole-1-carboxylic acid (3-chloropropyl)amide in 80 ml. of dimethylformamide is treated with 5.2 g. of sodium azide and the mixture is stirred at 60° C. for 4 hours. The mixture is cooled and poured on to 500 ml. of ice-water. The separated product is removed by filtration under suction, washed with water and dissolved in methylene chloride. The organic solution is washed with a saturated aqueous sodium chloride solution, dried over sodium... Reactants: CC(=O)O, CCOC(=O)c1cnn(-c2cccc(-c3ccccc3OCc3ccc(C4CCC5(CC4)OCCO5)cc3)n2)c1C(F)(F)F, O. Yields the product CCOC(=O)c1cnn(-c2cccc(-c3ccccc3OCc3ccc(C4CCC(=O)CC4)cc3)n2)c1C(F)(F)F. RXN SMILES: [CH3:45][C:46](=[O:47])[OH:48].[O:1]1[CH2:3][CH2:2][O:4][C:5]12[CH2:6][CH2:7][CH:8]([c:11]1[cH:12][cH:13][c:14]([CH2:15][O:16][c:17]3[c:18](-[c:23]4[cH:24][cH:25][cH:26][c:27](-[n:29]5[n:30][cH:31][c:32]([C:38](=[O:39])[O:40][CH2:41][CH3:42])[c:33]5[C:34]([F:35])([F:36])[F:37])[n:28]4)[cH:19][cH:20][cH:21][cH:22]3)[cH:43][cH:44]1)[CH2:9][CH2:10]2.[OH2:49]>>[O:4]=[C:5]1[CH2:6][CH2:7][CH:8]([c:11]2[cH:12][cH:13][c:14]([CH2:15][O:16][c:17]3[c:18](-[c:23]4[cH:24][cH:25][cH:26][c:27](-[n:29]5[n:30][cH:31][c:32]([C:38](=[O:39])[O:40][CH2:41][CH3:42])[c:33]5[C:34]([F:35])([F:36])[F:37])[n:28]4)[cH:19][cH:20][cH:21][cH:22]3)[cH:43][cH:44]2)[CH2:9][CH2:10]1. The reactants are COc1ccnc(-c2cccc(NC(=S)NC(=O)c3ccccc3)c2)c1, CO, Cl, [Na+], [OH-], O. Yields the product COc1ccnc(-c2cccc(NC(N)=S)c2)c1. RXN SMILES: [CH3:1][O:2][c:3]1[cH:4][c:5](-[c:9]2[cH:10][c:11]([NH:15][C:16](=[S:17])[NH:18][C:19](=[O:20])[c:21]3[cH:22][cH:23][cH:24][cH:25][cH:26]3)[cH:12][cH:13][cH:14]2)[n:6][cH:7][cH:8]1.[CH3:30][OH:31].[ClH:29].[Na+:28].[OH-:27].[OH2:32]>>[CH3:1][O:2][c:3]1[cH:4][c:5](-[c:9]2[cH:10][c:11]([NH:15][C:16](=[S:17])[NH2:18])[cH:12][cH:13][cH:14]2)[n:6][cH:7][cH:8]1. Yields the product CN(C)C(=O)CCOCC1CCC2C3CC=C4CC(O[Si](C)(C)C(C)(C)C)CC(O[Si](C)(C)C(C)(C)C)C4(C)C3CCC12C. Reactants: CC12CCC3C(CC=C4CC(O[Si](C)(C)C(C)(C)C)CC(O[Si](C)(C)C(C)(C)C)C43C)C1CCC2CO, C1COCCOCCOCCOCCO1, C=CC(=O)N(C)C, [Cl-], [H-], [NH4+], [Na+], C1CCOC1. Reaction SMILES: [C:1]([CH3:2])([CH3:3])([CH3:4])[Si:5]([O:6][CH:7]1[CH2:8][CH:9]([O:28][Si:29]([CH3:30])([CH3:31])[C:32]([CH3:33])([CH3:34])[CH3:35])[CH2:10][C:11]2=[CH:12][CH2:13][CH:14]3[CH:15]4[CH2:16][CH2:17][CH:18]([CH2:26][OH:27])[C:19]4([CH3:20])[CH2:21][CH2:22][CH:23]3[C:24]12[CH3:25])([CH3:36])[CH3:37].[CH2:47]1[O:48][CH2:49][CH2:50][O:51][CH2:52][CH2:53][O:54][CH2:55][CH2:56][O:57][CH2:58][CH2:59][O:60][CH2:61]1.[CH3:38][N:39]([C:40]([CH:41]=[CH2:42])=[O:43])[CH3:44].[Cl-:62].[H-:45].[NH4+:63].[Na+:46].[O:64]1[CH2:65][CH2:66][CH2:67][CH2:68]1>>[C:1]([CH3:2])([CH3:3])([CH3:4])[Si:5]([O:6][CH:7]1[CH2:8][CH:9]([O:28][Si:29]([CH3:30])([CH3:31])[C:32]([CH3:33])([CH3:34])[CH3:35])[CH2:10][C:11]2=[CH:12][CH2:13][CH:14]3[CH:15]4[CH2:16][CH2:17][CH:18]([CH2:26][O:27][CH2:42][CH2:41][C:40]([N:39]([CH3:38])[CH3:44])=[O:43])[C:19]4([CH3:20])[CH2:21][CH2:22][CH:23]3[C:24]12[CH3:25])([CH3:36])[CH3:37].